This data is from the Open Reaction Database (ORD), a public repository of structured organic reaction records. The task is: describe an organic reaction: reactants, conditions, products, and yield Reactants: [BH4-], CCO, CC(C(=O)c1ccc(O[Si](C(C)C)(C(C)C)C(C)C)c(F)c1)N1CCC(O)(c2ccc(C(F)(F)F)cc2)CC1, [Na+]. Product: CC(C(O)c1ccc(O[Si](C(C)C)(C(C)C)C(C)C)c(F)c1)N1CCC(O)(c2ccc(C(F)(F)F)cc2)CC1. As a reaction SMILES: [BH4-:1].[CH3:42][CH2:43][OH:44].[F:3][c:4]1[cH:5][c:6]([C:21]([CH:22]([CH3:23])[N:24]2[CH2:25][CH2:26][C:27]([OH:30])([c:31]3[cH:32][cH:33][c:34]([C:37]([F:38])([F:39])[F:40])[cH:35][cH:36]3)[CH2:28][CH2:29]2)=[O:41])[cH:7][cH:8][c:9]1[O:10][Si:11]([CH:12]([CH3:13])[CH3:14])([CH:15]([CH3:16])[CH3:17])[CH:18]([CH3:19])[CH3:20].[Na+:2]>>[F:3][c:4]1[cH:5][c:6]([CH:21]([CH:22]([CH3:23])[N:24]2[CH2:25][CH2:26][C:27]([OH:30])([c:31]3[cH:32][cH:33][c:34]([C:37]([F:38])([F:39])[F:40])[cH:35][cH:36]3)[CH2:28][CH2:29]2)[OH:41])[cH:7][cH:8][c:9]1[O:10][Si:11]([CH:12]([CH3:13])[CH3:14])([CH:15]([CH3:16])[CH3:17])[CH:18]([CH3:19])[CH3:20]. The reactants are C(C)(=O)O (acetic acid), [OH-].[Na+] (sodium hydroxide), N1=CC(=CC=C1)C=O (pyridine-3-carbaldehyde), C(CCCCC)=O (hexanal). Solvent: CO (methanol). Reaction conditions: time 1 hour. The product is N1=CC(=CC=C1)\C=C(\C=O)/CCCC (E-2-(3-pyridylmethylidene)-hexanal). Isolated yield 66.9%. Reaction SMILES: [OH-].[Na+].[N:3]1[CH:8]=[CH:7][CH:6]=[C:5]([CH:9]=O)[CH:4]=1.[CH:11](=[O:17])[CH2:12][CH2:13][CH2:14][CH2:15][CH3:16].C(O)(=O)C>CO>[N:3]1[CH:8]=[CH:7][CH:6]=[C:5](/[CH:9]=[C:12](\[CH2:13][CH2:14][CH2:15][CH3:16])/[CH:11]=[O:17])[CH:4]=1 |f:0.1|. Procedure: 6.0 g (0.15 mol) of sodium hydroxide were added to a solution of 160.5 g (1.5 mol) of pyridine-3-carbaldehyde in 750 ml of methanol. Thereafter, 150.0 g (1.5 mol) of hexanal were added dropwise in the course of 3 hours at room temperature. Stirring was carried out for 1 hour, the pH was brought to 6 with acetic acid and the solvent was then evaporated under reduced pressure. The residue was taken up in a water/dichloromethane mixture and the organic phase was washed with water, dried over sodium... RXN SMILES: [Br:1][c:2]1[cH:3][c:4]([CH:12]([C:13](=[O:14])[OH:15])[CH2:16][CH:17]2[CH2:18][CH2:19][CH2:20][CH2:21]2)[cH:5][cH:6][c:7]1[S:8](=[O:9])(=[O:10])[CH3:11].[CH2:48]([Cl:49])[Cl:50].[CH3:56][N:57]([CH3:58])[CH:59]=[O:60].[CH:28]([N:29]([CH2:30][CH3:31])[CH:32]([CH3:33])[CH3:34])([CH3:35])[CH3:36].[Cl:22][C:23]([C:24]([Cl:25])=[O:26])=[O:27].[NH2:37][c:38]1[n:39][c:40]2[cH:41][cH:42][cH:43][cH:44][c:45]2[cH:46][cH:47]1.[O:51]1[CH2:52][CH2:53][CH2:54][CH2:55]1>>[Br:1][c:2]1[cH:3][c:4]([CH:12]([C:13](=[O:15])[NH:37][c:38]2[n:39][c:40]3[cH:41][cH:42][cH:43][cH:44][c:45]3[cH:46][cH:47]2)[CH2:16][CH:17]2[CH2:18][CH2:19][CH2:20][CH2:21]2)[cH:5][cH:6][c:7]1[S:8](=[O:9])(=[O:10])[CH3:11]. The product is CS(=O)(=O)c1ccc(C(CC2CCCC2)C(=O)Nc2ccc3ccccc3n2)cc1Br. The reactants are CS(=O)(=O)c1ccc(C(CC2CCCC2)C(=O)O)cc1Br, ClCCl, CN(C)C=O, CCN(C(C)C)C(C)C, O=C(Cl)C(=O)Cl, Nc1ccc2ccccc2n1, C1CCOC1. Reactants: solution, [Li]CCCC (nBuLi), CCCCCC (hexane), C(C)(C)(C)OC(=O)N1[C@H](CCC1)C=O (2-(R)-Formyl-pyrrolidine-1-carboxylic acid tert-butyl ester). Reagents/catalysts: [Br-].C[P+](C1=CC=CC=C1)(C1=CC=CC=C1)C1=CC=CC=C1 (methyltriphenylphosphonium bromide). The solvent is C1CCOC1 (THF), C1CCOC1 (THF). Conditions: temperature -78 celsius. Product: C(C)(C)(C)OC(=O)N1[C@H](CCC1)C=C (2-(R)-Vinvl-pyrrolidine-1-carboxylic acid tert-butyl ester). Yield: 78.5%. Reaction SMILES: [Li]CCCC.[CH3:6][CH2:7][CH2:8][CH2:9][CH2:10][CH3:11].[C:12]([O:16][C:17]([N:19]1CCC[C@@H]1C=O)=[O:18])([CH3:15])([CH3:14])[CH3:13]>[Br-].C[P+](C1C=CC=CC=1)(C1C=CC=CC=1)C1C=CC=CC=1.C1COCC1>[C:12]([O:16][C:17]([N:19]1[CH2:11][CH2:10][CH2:9][C@@H:8]1[CH:7]=[CH2:6])=[O:18])([CH3:15])([CH3:14])[CH3:13] |f:3.4|. Reported procedure: A flask containing a suspension of methyltriphenylphosphonium bromide (24.04 g, 67.3. mmol) and THF (375 mL) is stirred under nitrogen at −78° C. To this was added a 2.5 M solution of nBuLi in hexane (26.92 mL, 67.3 mmol) over 1 h. A solution of 2-(R)-Formyl-pyrrolidine-1-carboxylic acid tert-butyl ester (6.70 g, 33.65 mmol) in THF (30 mL) is added over 10 minutes and the reaction is warmed to RT. The reaction is quenched with H20 (180 mL) and the mixture concentrated. The residue is extracted w... Starting materials: CC1=C(C=CC(=C1)C)N(S(=O)(=O)C1=CC=C(C=C1)OCC1=CC=CC=C1)CC(C)C (N-(2,4-dimethylphenyl)-N-(2-methylpropyl)-4-[(phenylmethyl)oxy]benzenesulfonamide), C(=O)[O-].[NH4+] (ammonium formate), C(C)O (ethanol), crude mixture, C(=O)[O-].[NH4+] (ammonium formate). Reagents/catalysts: [OH-].[Pd+2].[OH-] (palladium(II) hydroxide). Run in C(C)(=O)OCC (ethyl acetate). Reaction conditions: time 8 hour. The product is CC1=C(C=CC(=C1)C)N(S(=O)(=O)C1=CC=C(C=C1)O)CC(C)C (N-(2,4-dimethylphenyl)-4-hydroxy-N-(2-methylpropyl)benzenesulfonamide). Yield: 86.4%. As a reaction SMILES: [CH3:1][C:2]1[CH:7]=[C:6]([CH3:8])[CH:5]=[CH:4][C:3]=1[N:9]([CH2:27][CH:28]([CH3:30])[CH3:29])[S:10]([C:13]1[CH:18]=[CH:17][C:16]([O:19]CC2C=CC=CC=2)=[CH:15][CH:14]=1)(=[O:12])=[O:11].C([O-])=O.[NH4+].C(O)C>C(OCC)(=O)C.[OH-].[Pd+2].[OH-]>[CH3:1][C:2]1[CH:7]=[C:6]([CH3:8])[CH:5]=[CH:4][C:3]=1[N:9]([CH2:27][CH:28]([CH3:30])[CH3:29])[S:10]([C:13]1[CH:18]=[CH:17][C:16]([OH:19])=[CH:15][CH:14]=1)(=[O:12])=[O:11] |f:1.2,5.6.7|. Procedure: To N-(2,4-dimethylphenyl)-N-(2-methylpropyl)-4-[(phenylmethyl)oxy]benzenesulfonamide (974 mg, 2.300 mmol) was added ammonium formate (725 mg, 11.50 mmol) palladium(II) hydroxide (20% on carbon) (164 mg, 0.230 mmol) and ethanol (65 mL). The reaction mixture was heated to reflux with stirring overnight. A product peak was observed by LCMS, but only partial conversion had occurred. A further 5 equivalents of ammonium formate (725 mg, 11.50 mmol) were added to the reaction mixture. The reaction mixt... The reactants are BrC(C1=CC=C(C=2C(C=C(OC12)C)=O)C#N)Br (8-(dibromomethyl)-2-methyl-4-oxo-4H-chromene-5-carbonitrile), C[N+]1(CCOCC1)[O-] (N-methylmorpholine N-oxide). Solvent: C(C)#N (acetonitrile). Product: C(=O)C1=CC=C(C=2C(C=C(OC12)C)=O)C#N (8-Formyl-2-methyl-4-oxo-4H-chromene-5-carbonitrile). RXN SMILES: Br[CH:2](Br)[C:3]1[C:12]2[O:11][C:10]([CH3:13])=[CH:9][C:8](=[O:14])[C:7]=2[C:6]([C:15]#[N:16])=[CH:5][CH:4]=1.C[N+]1([O-])CC[O:22]CC1>C(#N)C>[CH:2]([C:3]1[C:12]2[O:11][C:10]([CH3:13])=[CH:9][C:8](=[O:14])[C:7]=2[C:6]([C:15]#[N:16])=[CH:5][CH:4]=1)=[O:22]. Procedure details: 260 mg (0.72 mmol) of 8-(dibromomethyl)-2-methyl-4-oxo-4H-chromene-5-carbonitrile are heated with 187 mg (1.6 mmol) of N-methylmorpholine N-oxide with the addition of molecular sieves in 15 ml of acetonitrile under reflux overnight. After filtration through kieselguhr, the solvent is removed in vacuo, and the residue is purified by preparative HPLC. 23 mg (15% of theory) of the title compound are obtained. Reactants: O=C([O-])[O-], CO, CC(C)=O, [K+], [K+], O=C1CCc2c(O)cccc21. The product is COc1cccc2c1CCC2=O. RXN SMILES: [C:12](=[O:13])([O-:14])[O-:15].[CH3:18][OH:19].[CH3:20][C:21](=[O:22])[CH3:23].[K+:16].[K+:17].[OH:1][c:2]1[c:3]2[c:7]([cH:8][cH:9][cH:10]1)[C:6](=[O:11])[CH2:5][CH2:4]2>>[O:1]([c:2]1[c:3]2[c:7]([cH:8][cH:9][cH:10]1)[C:6](=[O:11])[CH2:5][CH2:4]2)[CH3:12].